The task is: describe an organic reaction: reactants, conditions, products, and yield. This data is from the Open Reaction Database (ORD), a public repository of structured organic reaction records. Starting materials: COCC(c1ccc(F)cc1)N1CCN(C(=O)OC(C)(C)C)CC1, ClCCl, O=C(O)C(F)(F)F. As a reaction SMILES: [C:1]([O:2][C:3](=[O:4])[N:8]1[CH2:9][CH2:10][N:11]([CH:14]([CH2:15][O:16][CH3:17])[c:18]2[cH:19][cH:20][c:21]([F:24])[cH:22][cH:23]2)[CH2:12][CH2:13]1)([CH3:5])([CH3:6])[CH3:7].[Cl:32][CH2:33][Cl:34].[OH:25][C:26]([C:27]([F:28])([F:29])[F:30])=[O:31]>>[NH:8]1[CH2:9][CH2:10][N:11]([CH:14]([CH2:15][O:16][CH3:17])[c:18]2[cH:19][cH:20][c:21]([F:24])[cH:22][cH:23]2)[CH2:12][CH2:13]1. Product: COCC(c1ccc(F)cc1)N1CCNCC1. The reactants are O=C([O-])[O-], CCC(C)=O, COC(=O)C(Br)CCBr, [K+], [K+], Nc1cc(S)c(Cl)cc1F. Product: COC(=O)C(CCBr)Sc1cc(N)c(F)cc1Cl. RXN SMILES: [C:20](=[O:21])([O-:22])[O-:23].[CH2:26]([C:27]([CH3:28])=[O:29])[CH3:30].[CH3:1][O:2][C:3]([CH:4]([CH2:5][CH2:6][Br:7])[Br:8])=[O:9].[K+:24].[K+:25].[NH2:10][c:11]1[c:12]([F:19])[cH:13][c:14]([Cl:18])[c:15]([SH:17])[cH:16]1>>[CH3:1][O:2][C:3]([CH:4]([CH2:5][CH2:6][Br:7])[S:17][c:15]1[c:14]([Cl:18])[cH:13][c:12]([F:19])[c:11]([NH2:10])[cH:16]1)=[O:9].